From a dataset of the Open Reaction Database (ORD), a public repository of structured organic reaction records. describe an organic reaction: reactants, conditions, products, and yield Reactants: CCOC(=O)N1c2ccc(OC)nc2C(Nc2ncc(Br)cn2)CC1C, CCOC(C)=O, CN(C)C=O, FC(F)(F)c1cc(CBr)cc(C(F)(F)F)c1, O. The product is CCOC(=O)N1c2ccc(OC)nc2C(Nc2ncc(Br)c(Cc3cc(C(F)(F)F)cc(C(F)(F)F)c3)n2)CC1C. As a reaction SMILES: [CH2:1]([CH3:2])[O:3][C:4](=[O:5])[N:6]1[CH:7]([CH3:26])[CH2:8][CH:9]([NH:18][c:19]2[n:20][cH:21][c:22]([Br:25])[cH:23][n:24]2)[c:10]2[n:11][c:12]([O:16][CH3:17])[cH:13][cH:14][c:15]21.[CH3:44][CH2:45][O:46][C:47](=[O:48])[CH3:49].[CH3:50][N:51]([CH3:52])[CH:53]=[O:54].[F:27][C:28]([c:29]1[cH:30][c:31]([CH2:32][Br:33])[cH:34][c:35]([C:37]([F:38])([F:39])[F:40])[cH:36]1)([F:41])[F:42].[OH2:43]>>[CH2:1]([CH3:2])[O:3][C:4](=[O:5])[N:6]1[CH:7]([CH3:26])[CH2:8][CH:9]([NH:18][c:19]2[n:20][c:21]([CH2:32][c:31]3[cH:30][c:29]([C:28]([F:27])([F:41])[F:42])[cH:36][c:35]([C:37]([F:38])([F:39])[F:40])[cH:34]3)[c:22]([Br:25])[cH:23][n:24]2)[c:10]2[n:11][c:12]([O:16][CH3:17])[cH:13][cH:14][c:15]21. The reactants are FC1=CC(=C(C=C1)N)N (4-fluoro-o-phenylenediamine), O=C1C(CSC1)C(=O)OC (methyl tetrahydro-4-oxo-3-thiophenecarboxylate), 7-fluoro- and 6-fluoro-1,3,4,9-tetrahydro-10H-thieno[3,4-b][1,5]benzodiazepin-10-one. Yields the product C1SCC=2NC3=C(NC(C21)=O)C=CC=C3 (1,3,4,9-Tetrahydro-10H-thieno[3,4-b][1,5]benzodiazepin-10-one). As a reaction SMILES: F[C:2]1[CH:7]=[CH:6][C:5]([NH2:8])=[C:4]([NH2:9])[CH:3]=1.O=[C:11]1[CH2:15][S:14][CH2:13][CH:12]1[C:16](OC)=[O:17]>>[CH2:13]1[C:12]2[C:16](=[O:17])[NH:9][C:4]3[CH:3]=[CH:2][CH:7]=[CH:6][C:5]=3[NH:8][C:11]=2[CH2:15][S:14]1. Reported procedure: In a similar fashion 4-fluoro-o-phenylenediamine is condensed with methyl tetrahydro-4-oxo-3-thiophenecarboxylate to give a mixture of 7-fluoro- and 6-fluoro-1,3,4,9-tetrahydro-10H-thieno[3,4-b][1,5]benzodiazepin-10-one. The reactants are BrBr (Br2), C(CC)C=1C(=NC=NC1C)Cl (5-propyl-4-chloro-6-methyl-pyrimidine). The solvent is CC(=O)O (HOAc). Run at temperature 85 celsius, time 1 hour. Product: C(CC)C=1C(=NC=NC1CBr)Cl (5-propyl-6-bromomethyl-4-chloro-pyrimidine). RXN SMILES: [Br:1]Br.[CH2:3]([C:6]1[C:7]([Cl:13])=[N:8][CH:9]=[N:10][C:11]=1[CH3:12])[CH2:4][CH3:5]>CC(O)=O>[CH2:3]([C:6]1[C:7]([Cl:13])=[N:8][CH:9]=[N:10][C:11]=1[CH2:12][Br:1])[CH2:4][CH3:5]. Procedure details: Br2 (1.28 g, 8 mmol) is added dropwise to a stirred solution 101 in HOAc (20 ml) heated at 85° C. After addition, the mixture is stirred at 85° C. for 1 hour. The solvent is removed in vacuo and EtOAc (25 ml) and NaHCO3 (25 ml) are added to the residue. The layers are separated and the organic layer is washed with Na2S2O3 solution (sat. 15 ml) followed by brine (20 ml). The organic phase is dried (Na2SO4) and evaporated. The resulting yellow oil is purified by flash column (6:1 EtOAc, hexane) to... Reactants: CC#CCOc1ccc(S(=O)C(C(=O)NO)C2CCCCC2)cc1, C1CCOC1, CO, O. The product is CC#CCOc1ccc(S(=O)(=O)C(C(=O)NO)C2CCCCC2)cc1. Reaction SMILES: [CH2:1]([C:2]#[C:3][CH3:4])[O:5][c:6]1[cH:7][cH:8][c:9]([S:12](=[O:13])[CH:14]([C:15](=[O:16])[NH:17][OH:18])[CH:19]2[CH2:20][CH2:21][CH2:22][CH2:23][CH2:24]2)[cH:10][cH:11]1.[CH2:27]1[CH2:30][CH2:29][CH2:28][O:31]1.[CH3:25][OH:26].[OH2:32]>>[CH2:1]([C:2]#[C:3][CH3:4])[O:5][c:6]1[cH:7][cH:8][c:9]([S:12](=[O:13])([CH:14]([C:15](=[O:16])[NH:17][OH:18])[CH:19]2[CH2:20][CH2:21][CH2:22][CH2:23][CH2:24]2)=[O:31])[cH:10][cH:11]1. The reactants are C(CCCCCCCCCCCCCCCCC)(=O)O (stearic acid), O.[OH-].[Li+] (lithium hydroxide monohydrate), fatty acid, fatty acid. Solvent: O (water). The product is C(CCCCCCCCCCCCCCCCC)(=O)[O-].[Li+] (Lithium stearate). Reaction SMILES: [C:1]([OH:20])(=[O:19])[CH2:2][CH2:3][CH2:4][CH2:5][CH2:6][CH2:7][CH2:8][CH2:9][CH2:10][CH2:11][CH2:12][CH2:13][CH2:14][CH2:15][CH2:16][CH2:17][CH3:18].O.[OH-].[Li+:23]>O>[C:1]([O-:20])(=[O:19])[CH2:2][CH2:3][CH2:4][CH2:5][CH2:6][CH2:7][CH2:8][CH2:9][CH2:10][CH2:11][CH2:12][CH2:13][CH2:14][CH2:15][CH2:16][CH2:17][CH3:18].[Li+:23] |f:1.2.3,5.6|. Procedure: A suspension prepared from 55.0 g of granulated stearic acid (An 198, titer 66° C., particle size 100-300μ) and 8.1 g lithium hydroxide monohydrate in 550 ml of water is heated to 80° C. within 10-15 minutes. The remaining free fatty acid at this point is only 12.1%. Stirring is continued at 80° C. for the duration of one more hour and the resultant hollow granulate, which now contains only 0.4% free fatty acid, is filtered and dried. Reactants: ClC1=NC=2N(C(=C1)N(COCC[Si](C)(C)C)COCC[Si](C)(C)C)N=CC2C=2C=NC1=CC=CC=C1C2 (5-chloro-3-(quinolin-3-yl)-N,N-bis((2-(trimethylsilyl)ethoxy)methyl)-pyrazolo-[1,5-a]pyrimidin-7-amine), N1CCNC(CC1)=O (1,4-diazepan-5-one), C(C)N(C(C)C)C(C)C (EtN(iPr)2). The solvent is CN1CCCC1=O (NMP). Reaction conditions: temperature 185 celsius. The product is NC1=CC(=NC=2N1N=CC2C=2C=NC1=CC=CC=C1C2)N2CCNC(CC2)=O (1-(7-amino-3-(quinolin-3-yl)pyrazolo[1,5-a]pyrimidin-5-yl)-1,4-diazepan-5-one). Yield: 96.2%. Reaction SMILES: Cl[C:2]1[CH:7]=[C:6]([N:8](COCC[Si](C)(C)C)COCC[Si](C)(C)C)[N:5]2[N:25]=[CH:26][C:27]([C:28]3[CH:29]=[N:30][C:31]4[C:36]([CH:37]=3)=[CH:35][CH:34]=[CH:33][CH:32]=4)=[C:4]2[N:3]=1.[NH:38]1[CH2:44][CH2:43][C:42](=[O:45])[NH:41][CH2:40][CH2:39]1.C(N(C(C)C)C(C)C)C>CN1C(=O)CCC1>[NH2:8][C:6]1[N:5]2[N:25]=[CH:26][C:27]([C:28]3[CH:29]=[N:30][C:31]4[C:36]([CH:37]=3)=[CH:35][CH:34]=[CH:33][CH:32]=4)=[C:4]2[N:3]=[C:2]([N:38]2[CH2:44][CH2:43][C:42](=[O:45])[NH:41][CH2:40][CH2:39]2)[CH:7]=1. Procedure details: A mixture of 5-chloro-3-(quinolin-3-yl)-N,N-bis((2-(trimethylsilyl)ethoxy)methyl)-pyrazolo-[1,5-a]pyrimidin-7-amine (50 mg, 0.09 mmoL), 1,4-diazepan-5-one (36 mg, 0.32 mmoL), EtN(iPr)2 (110 uL, 0.63 mmoL) in NMP (0.8 mL) was heated at 185° C. under microwave condition for 45 min. Purification by prep-LC afforded titled compound (32.3 mg, 85%) as its formic acid salt. LCMS tR=2.49 Min. Mass calculated for, M+ 373.1, observed LC/MS m/z 374.1 (M+H). Reactants: C1=CC=CC=2C3=CC=CC=C3C(C12)COC(=O)N[C@H](COCC1=CC=CC=C1)C(=O)O (N-[(9H-Fluoren-9-yl)methoxycarbonyl]-O-(benzyl)-D-serine), C(C)(=O)OCCCC (1-butyl acetate), S(O)(O)(=O)=O (sulfuric acid), ClCCl (dichloromethane). The product is C(C)(C)(C)OC([C@H](NC(=O)OCC1C2=CC=CC=C2C=2C=CC=CC12)COCC1=CC=CC=C1)=O (N-[(9H-Fluoren-9-yl)methoxycarbonyl]-O-(benzyl)-D-serine t-Butyl ester). Yield: 77.0%. RXN SMILES: [CH:1]1[C:13]2[CH:12]([CH2:14][O:15][C:16]([NH:18][C@@H:19]([C:29]([OH:31])=[O:30])[CH2:20][O:21][CH2:22][C:23]3[CH:28]=[CH:27][CH:26]=[CH:25][CH:24]=3)=[O:17])[C:11]3[C:6](=[CH:7][CH:8]=[CH:9][CH:10]=3)[C:5]=2[CH:4]=[CH:3][CH:2]=1.C(OC[CH2:37][CH2:38][CH3:39])(=O)C.S(=O)(=O)(O)O.Cl[CH2:46]Cl>>[C:38]([O:30][C:29](=[O:31])[C@@H:19]([CH2:20][O:21][CH2:22][C:23]1[CH:24]=[CH:25][CH:26]=[CH:27][CH:28]=1)[NH:18][C:16]([O:15][CH2:14][CH:12]1[C:13]2[CH:1]=[CH:2][CH:3]=[CH:4][C:5]=2[C:6]2[C:11]1=[CH:10][CH:9]=[CH:8][CH:7]=2)=[O:17])([CH3:37])([CH3:39])[CH3:46]. Procedure details: N-[(9H-Fluoren-9-yl)methoxycarbonyl]-O-(benzyl)-D-serine (0.710 g, 1.70 mmole) in dichloromethane (8 mL) was treated with 1-butyl acetate (3 mL) and concentrated sulfuric acid (40 μL) in a sealed flask at 0° C. Upon completion (TLC), the reaction was quenched with of dichloromethane (10 mL) and saturated aqueous potassium bicarbonate (15 mL). The organic layer was washed with distilled water, and evaporated. The resulting residue was purified by flash column chromatography (98:2 dichloromethane/... The reactants are OC(C=C)C=1C=C2C(=CN(C2=CC1)CCC)CC1=C(C=C(C(=O)OC)C=C1)OC (methyl 4-[5-(1-hydroxyallyl)-1-propylindol-3-ylmethyl]-3-methoxybenzoate), C=1(C(=CC=CC1)C)C (xylene), C(C)(C)(C)OC(N(C)C)OC(C)(C)C (N,N-dimethylformamide di-tert-butylacetal), acetal. Run at time 3.5 hour. The product is CN(C(C/C=C/C=1C=C2C(=CN(C2=CC1)CCC)CC1=C(C=C(C(=O)OC)C=C1)OC)=O)C (methyl E-4-[5-[4-(dimethylamino)-4-oxobut-1-enyl]-1-propylindol-3-ylmethyl]-3-methoxybenzoate). Yield: 40.0%. Reaction SMILES: OC([C:5]1[CH:6]=[C:7]2[C:11](=[CH:12][CH:13]=1)[N:10]([CH2:14][CH2:15][CH3:16])[CH:9]=[C:8]2[CH2:17][C:18]1[CH:27]=[CH:26][C:21]([C:22]([O:24][CH3:25])=[O:23])=[CH:20][C:19]=1[O:28][CH3:29])C=C.C(O[CH:35]([O:39]C(C)(C)C)[N:36]([CH3:38])[CH3:37])(C)(C)C.[C:44]1(C)[C:45](C)=CC=C[CH:49]=1>>[CH3:38][N:36]([CH3:37])[C:35](=[O:39])[CH2:45]/[CH:44]=[CH:49]/[C:5]1[CH:6]=[C:7]2[C:11](=[CH:12][CH:13]=1)[N:10]([CH2:14][CH2:15][CH3:16])[CH:9]=[C:8]2[CH2:17][C:18]1[CH:27]=[CH:26][C:21]([C:22]([O:24][CH3:25])=[O:23])=[CH:20][C:19]=1[O:28][CH3:29]. Procedure: A mixture of methyl 4-[5-(1-hydroxyallyl)-1-propylindol-3-ylmethyl]-3-methoxybenzoate (1.57 g, prepared as described in Example 87, part a), N,N-dimethylformamide di-tert-butylacetal (1.63 g, redistilled) in dry xylene (15 ml), under an atmosphere of nitrogen, was stirred and heated under reflux for 2 hr. A further portion of the acetal (1.63 g) was added, and refluxing continued for a further 3.5 hr. The cooled solution was introduced directly into a column of silica gel and the product purifie... Starting materials: CC(C)(C)OC(=O)NC(C(=O)OCc1ccccc1)c1ccc(OS(=O)(=O)C(F)(F)F)cc1, CCOP([O-])OCC, CN1CCOCC1, CC#N. Product: CCOP(=O)(OCC)c1ccc(C(NC(=O)OC(C)(C)C)C(=O)OCc2ccccc2)cc1. Reaction SMILES: [CH2:1]([c:2]1[cH:3][cH:4][cH:5][cH:6][cH:7]1)[O:8][C:9]([CH:10]([c:11]1[cH:12][cH:13][c:14]([O:17][S:18]([C:19]([F:20])([F:21])[F:22])(=[O:23])=[O:24])[cH:15][cH:16]1)[NH:25][C:26](=[O:27])[O:28][C:29]([CH3:30])([CH3:31])[CH3:32])=[O:33].[CH2:34]([CH3:35])[O:36][P:37]([O:38][CH2:39][CH3:40])[O-:41].[CH3:42][N:43]1[CH2:44][CH2:45][O:46][CH2:47][CH2:48]1.[CH3:49][C:50]#[N:51]>>[CH2:1]([c:2]1[cH:3][cH:4][cH:5][cH:6][cH:7]1)[O:8][C:9]([CH:10]([c:11]1[cH:12][cH:13][c:14]([P:37]([O:36][CH2:34][CH3:35])([O:38][CH2:39][CH3:40])=[O:41])[cH:15][cH:16]1)[NH:25][C:26](=[O:27])[O:28][C:29]([CH3:30])([CH3:31])[CH3:32])=[O:33]. Reactants: CNCC(COC=1C=C2C=CC(NC2=CC1)=O)O (6-(3-methylamino-2-hydroxypropoxy)carbostyril), C1(=CC=CC=C1)N=C=S (phenylisothiocyanate). The solvent is C(C)O (ethanol). Conditions: time 1 hour. Product: CN(C(=S)NC1=CC=CC=C1)CC(COC=1C=C2C=CC(NC2=CC1)=O)O (6-[3-(1-methyl-3-phenylthioureido)-2-hydroxypropoxy]carbostyril). Reaction SMILES: [CH3:1][NH:2][CH2:3][CH:4]([OH:18])[CH2:5][O:6][C:7]1[CH:8]=[C:9]2[C:14](=[CH:15][CH:16]=1)[NH:13][C:12](=[O:17])[CH:11]=[CH:10]2.[C:19]1([N:25]=[C:26]=[S:27])[CH:24]=[CH:23][CH:22]=[CH:21][CH:20]=1>C(O)C>[CH3:1][N:2]([CH2:3][CH:4]([OH:18])[CH2:5][O:6][C:7]1[CH:8]=[C:9]2[C:14](=[CH:15][CH:16]=1)[NH:13][C:12](=[O:17])[CH:11]=[CH:10]2)[C:26]([NH:25][C:19]1[CH:24]=[CH:23][CH:22]=[CH:21][CH:20]=1)=[S:27]. Reported procedure: To a suspension of 6-(3-methylamino-2-hydroxypropoxy)carbostyril (0.7 g) in ethanol (10 ml) is added phenylisothiocyanate (0.35 ml) at room temperature, and the mixture is stirred at the same temperature for 1 hour. The insoluble product is collected by filtration and recrystallized from chloroform-methanol to give 6-[3-(1-methyl-3-phenylthioureido)-2-hydroxypropoxy]carbostyril (0.83 g), as white powder, m.p. 185.0°-186.5° C. (decomp.).